Dataset: the Open Reaction Database (ORD), a public repository of structured organic reaction records. Task: describe an organic reaction: reactants, conditions, products, and yield Starting materials: ClCCCCOC1=C(C=C2C(=NC=NC2=C1)NC1=C(C=C(C=C1)Cl)F)OC (7-(4-chlorobutoxy)4-(4-chloro-2-fluoroanilino)-6-methoxyquinazoline), N1CCOCC1 (morpholine). RXN SMILES: [Cl:1][CH2:2][CH2:3][CH2:4][CH2:5][O:6][C:7]1[CH:16]=[C:15]2[C:10]([C:11]([NH:17][C:18]3[CH:23]=[CH:22][C:21]([Cl:24])=[CH:20][C:19]=3[F:25])=[N:12][CH:13]=[N:14]2)=[CH:9][C:8]=1[O:26][CH3:27].[NH:28]1[CH2:33][CH2:32][O:31][CH2:30][CH2:29]1>>[ClH:1].[Cl:24][C:21]1[CH:22]=[CH:23][C:18]([NH:17][C:11]2[C:10]3[C:15](=[CH:16][C:7]([O:6][CH2:5][CH2:4][CH2:3][CH2:2][N:28]4[CH2:33][CH2:32][O:31][CH2:30][CH2:29]4)=[C:8]([O:26][CH3:27])[CH:9]=3)[N:14]=[CH:13][N:12]=2)=[C:19]([F:25])[CH:20]=1 |f:2.3|. Procedure: A solution of 7-(4-chlorobutoxy)4-(4-chloro-2-fluoroanilino)-6-methoxyquinazoline (3.64 g, 8.87 mmol) in morpholine (70 ml) was heated at 110° C. for 2 hours. The mixture was allowed to cool and was partitioned between ethyl acetate and water. The organic layer was separated, washed with brine, dried (MgSO4) and the volatiles removed by evaporation. The residue was purified by column chromatography eluting with methylene chloride and methanol (92/8). The purified solid product was dissolved in m... Yield: 78.0%. Yields the product Cl.ClC1=CC(=C(NC2=NC=NC3=CC(=C(C=C23)OC)OCCCCN2CCOCC2)C=C1)F (4-(4-chloro-2-fluoroanilino)-6-methoxy-7-(4-morpholinobutoxy)quinazoline hydrochloride).